Dataset: the Open Reaction Database (ORD), a public repository of structured organic reaction records. Task: describe an organic reaction: reactants, conditions, products, and yield Reactants: COC(OC)c1cc(O)c2c(c1)N1CC3NC3C(O)(O1)C2COC(N)=O, O=C([O-])O, O=C(Cl)OCc1ccccc1, [Na+], O. Product: COC(OC)c1cc(O)c2c(c1)N1CC3C(N3C(=O)OCc3ccccc3)C(O)(O1)C2COC(N)=O. Reaction SMILES: [C:1]([NH2:2])([O:3][CH2:4][CH:5]1[c:6]2[c:7]([OH:25])[cH:8][c:9]([CH:20]([O:21][CH3:22])[O:23][CH3:24])[cH:10][c:11]2[N:12]2[CH2:13][CH:14]3[NH:15][CH:16]3[C:17]1([OH:19])[O:18]2)=[O:26].[C:27](=[O:28])([OH:29])[O-:30].[Cl:32][C:33](=[O:34])[O:35][CH2:36][c:37]1[cH:38][cH:39][cH:40][cH:41][cH:42]1.[Na+:31].[OH2:43]>>[C:1]([NH2:2])([O:3][CH2:4][CH:5]1[c:6]2[c:7]([OH:25])[cH:8][c:9]([CH:20]([O:21][CH3:22])[O:23][CH3:24])[cH:10][c:11]2[N:12]2[CH2:13][CH:14]3[N:15]([C:33](=[O:34])[O:35][CH2:36][c:37]4[cH:38][cH:39][cH:40][cH:41][cH:42]4)[CH:16]3[C:17]1([OH:19])[O:18]2)=[O:26]. Reactants: C(C1=CC=CC=C1)(C1=CC=CC=C1)N1CC(C1)OC(C1=C(C=CC=C1)C(F)(F)F)C1=CC=C(C=C1)OC(F)(F)F (1-benzhydryl-3-[2-(trifluoromethyl)-4′-(trifluoromethoxy)-benzhydryloxy]azetidine), Cl.ClC1=C(C(C2=CC=C(C=C2)Cl)OC2CNC2)C=CC=C1 (3-(2,4′-dichlorobenzhydryloxy)azetidine hydrochloride). The product is Cl.FC(C1=C(C(C2=CC=C(C=C2)OC(F)(F)F)OC2CNC2)C=CC=C1)(F)F (3-[2-(trifluoromethyl)-4′-(trifluoromethoxy)benzhydryloxy]azetidine hydrochloride). Reaction SMILES: C([N:14]1[CH2:17][CH:16]([O:18][CH:19]([C:30]2[CH:35]=[CH:34][C:33]([O:36][C:37]([F:40])([F:39])[F:38])=[CH:32][CH:31]=2)[C:20]2[CH:25]=[CH:24][CH:23]=[CH:22][C:21]=2[C:26]([F:29])([F:28])[F:27])[CH2:15]1)(C1C=CC=CC=1)C1C=CC=CC=1.Cl.[Cl:42]C1C=CC=CC=1C(OC1CNC1)C1C=CC(Cl)=CC=1>>[ClH:42].[F:28][C:26]([F:27])([F:29])[C:21]1[CH:22]=[CH:23][CH:24]=[CH:25][C:20]=1[CH:19]([O:18][CH:16]1[CH2:17][NH:14][CH2:15]1)[C:30]1[CH:35]=[CH:34][C:33]([O:36][C:37]([F:40])([F:39])[F:38])=[CH:32][CH:31]=1 |f:1.2,3.4|. Reported procedure: This material was prepared from 1-benzhydryl-3-[2-(trifluoromethyl)-4′-(trifluoromethoxy)benzyhydryloxy]azetidine (140) (4.8 mmol) using the procedure described for compound (9) (1.32 g, 65%). Starting materials: [Na] (sodium), ON1C(C=2C(C1=O)=CC=CC2)=O (N-hydroxyphthalimide), Cl.ClCC=1NC=CN1 (2-chloromethyl imidazole hydrochloride), CO (methanol). Product: N1(C=NC=C1)CON1C(C2=CC=CC=C2C1=O)=O (2-(1H-Imidazol-1-yl-methoxy)-1H-isoindole-1,3(2H) dione). As a reaction SMILES: [Na].[OH:2][N:3]1[C:7](=[O:8])[C:6]2=[CH:9][CH:10]=[CH:11][CH:12]=[C:5]2[C:4]1=[O:13].Cl.ClC[C:17]1[NH:18][CH:19]=[CH:20][N:21]=1.[CH3:22]O>>[N:21]1([CH2:22][O:2][N:3]2[C:4](=[O:13])[C:5]3[C:6](=[CH:9][CH:10]=[CH:11][CH:12]=3)[C:7]2=[O:8])[CH:20]=[CH:19][N:18]=[CH:17]1 |f:2.3,^1:0|. Reported procedure: 5.1 g sodium salt of N-hydroxyphthalimide and 1.9 g 2-chloromethyl imidazole hydrochloride (Journal of Chem. Soc. 1965,4577) are stirred at room temperature in dry methanol for 2 hours. The solvent is distilled off in vacuo and the residue treated with aqueous sodium bicarbonate and extracted 3 to 4 times with chloroform. The combined organic layers are dried over sodium sulfate, filtered and evaporated to dryness 1.7 g of 2-(1H-Imidazol-1-yl-methoxy)-1H-isoindole-1,3(2H)dione remains as crystal... Starting materials: C[SiH](C)O[SiH](C)C, CC(C)(C)CCC(=O)N1CCCCC1, Cc1ccccc1. Yields the product CC(C)(C)CC=CN1CCCCC1. Reaction SMILES: [CH3:15][SiH:16]([CH3:17])[O:18][SiH:19]([CH3:20])[CH3:21].[CH3:1][C:2]([CH2:3][CH2:4][C:5](=[O:6])[N:7]1[CH2:8][CH2:9][CH2:10][CH2:11][CH2:12]1)([CH3:13])[CH3:14].[CH3:22][c:23]1[cH:24][cH:25][cH:26][cH:27][cH:28]1>>[CH3:1][C:2]([CH2:3][CH:4]=[CH:5][N:7]1[CH2:8][CH2:9][CH2:10][CH2:11][CH2:12]1)([CH3:13])[CH3:14]. The reactants are C(C)(=O)O (acetic acid), ClC1=CC(=C(C=C1[N+](=O)[O-])NN)F (4-chloro-2-fluoro-5-nitrophenylhydrazine), C(C)(=O)C1C(CCCC1)=O (2-acetylcyclohexanone). The solvent is C=1(C(=CC=CC1)C)C (xylene). The product is ClC1=CC(=C(C=C1[N+](=O)[O-])N1N=C2CCCCC2=C1C)F (2-(4-chloro-2-fluoro-5-nitrophenyl)-3-methyl-4,5,6,7-tetrahydro-2H-indazole). Yield: 38.2%. As a reaction SMILES: [Cl:1][C:2]1[C:7]([N+:8]([O-:10])=[O:9])=[CH:6][C:5]([NH:11][NH2:12])=[C:4]([F:13])[CH:3]=1.[C:14]([CH:17]1[CH2:22][CH2:21][CH2:20][CH2:19][C:18]1=O)(=O)[CH3:15].C(O)(=O)C>C1(C)C(C)=CC=CC=1>[Cl:1][C:2]1[C:7]([N+:8]([O-:10])=[O:9])=[CH:6][C:5]([N:11]2[C:14]([CH3:15])=[C:17]3[C:18]([CH2:19][CH2:20][CH2:21][CH2:22]3)=[N:12]2)=[C:4]([F:13])[CH:3]=1. Procedure: In the same manner as in Example 6 but using 4-chloro-2-fluoro-5-nitrophenylhydrazine (4 g), 2-acetylcyclohexanone (2.8 g), a catalytic amount of acetic acid and xylene (10 ml), there was produced 2.3 g of 2-(4-chloro-2-fluoro-5-nitrophenyl)-3-methyl-4,5,6,7-tetrahydro-2H-indazole. m.p., 143°-144° C. Reactants: [H][H] (hydrogen), C(C1=CC=CC=C1)OC1=C(C=C2C(=CC=NC2=C1)OC1=CC(=C(C=C1)NC(=O)NC1=C(C=C(C=C1)F)F)Cl)OC (N-(4-{[7-(Benzyloxy)-6-methoxy-4-quinolyl]oxy}-2-chlorophenyl)-N′-(2,4-difluorophenyl)urea), C(C)(=O)OCC (Ethyl acetate). Reagents/catalysts: [C].[Pd] (Palladium-carbon). Run in CN(C=O)C (dimethylformamide). Yields the product ClC1=C(C=CC(=C1)OC1=CC=NC2=CC(=C(C=C12)OC)O)NC(=O)NC1=C(C=C(C=C1)F)F (N-{2-Chloro-4-[(7-hydroxy-6-methoxy-4-quinolyl)oxy]phenyl}-N′-(2,4-difluorophenyl)-urea). The yield is 96.4%. As a reaction SMILES: C([O:8][C:9]1[CH:18]=[C:17]2[C:12]([C:13]([O:19][C:20]3[CH:25]=[CH:24][C:23]([NH:26][C:27]([NH:29][C:30]4[CH:35]=[CH:34][C:33]([F:36])=[CH:32][C:31]=4[F:37])=[O:28])=[C:22]([Cl:38])[CH:21]=3)=[CH:14][CH:15]=[N:16]2)=[CH:11][C:10]=1[O:39][CH3:40])C1C=CC=CC=1.[H][H].C(OCC)(=O)C>CN(C)C=O.[C].[Pd]>[Cl:38][C:22]1[CH:21]=[C:20]([O:19][C:13]2[C:12]3[C:17](=[CH:18][C:9]([OH:8])=[C:10]([O:39][CH3:40])[CH:11]=3)[N:16]=[CH:15][CH:14]=2)[CH:25]=[CH:24][C:23]=1[NH:26][C:27]([NH:29][C:30]1[CH:35]=[CH:34][C:33]([F:36])=[CH:32][C:31]=1[F:37])=[O:28] |f:4.5|. Reported procedure: N-(4-{[7-(Benzyloxy)-6-methoxy-4-quinolyl]oxy}-2-chlorophenyl)-N′-(2,4-difluorophenyl)urea (215 mg) was dissolved in dimethylformamide (11 ml). Palladium-carbon (215 mg) was added to the solution, and the mixture was stirred in a hydrogen atmosphere at room temperature overnight. Ethyl acetate (30 ml) was added to the reaction solution, and the mixture was then filtered through Celite. The solvent was removed by distillation under the reduced pressure to give 174 mg (yield 96%) of the title comp...